Task: describe an organic reaction: reactants, conditions, products, and yield. Dataset: the Open Reaction Database (ORD), a public repository of structured organic reaction records Starting materials: CC(=O)OC1OCC2C3CCC(C3)C12C, Cc1cc(Cc2cc(C)cc(C(C)(C)C)c2O)c(O)c(C(C)(C)C)c1, C=C(C)C(=O)O. Product: C=C(C)C(=O)OC1OCC2C3CCC(C3)C12C. As a reaction SMILES: [C:1]([O:2][CH:5]1[C:6]2([CH3:15])[CH:7]3[CH2:8][CH2:9][CH:10]([CH:11]2[CH2:12][O:13]1)[CH2:14]3)(=[O:3])[CH3:4].[CH2:22]([c:23]1[c:24]([OH:25])[c:26]([C:27]([CH3:28])([CH3:29])[CH3:30])[cH:31][c:32]([CH3:33])[cH:34]1)[c:35]1[c:36]([OH:37])[c:38]([C:39]([CH3:40])([CH3:41])[CH3:42])[cH:43][c:44]([CH3:45])[cH:46]1.[CH3:16][C:17](=[CH2:18])[C:19]([OH:20])=[O:21]>>[CH:5]1([O:20][C:19]([C:17]([CH3:16])=[CH2:18])=[O:21])[C:6]2([CH3:15])[CH:7]3[CH2:8][CH2:9][CH:10]([CH:11]2[CH2:12][O:13]1)[CH2:14]3. The reactants are Cl, CCOC(=O)C=CC12CCN(CC1)CC2. Product: Cl, O=C(O)C=CC12CCN(CC1)CC2. As a reaction SMILES: [ClH:16].[N:1]12[CH2:2][CH2:3][C:4]([CH:9]=[CH:10][C:11](=[O:12])[O:13][CH2:14][CH3:15])([CH2:5][CH2:6]1)[CH2:7][CH2:8]2>>[ClH:16].[N:1]12[CH2:2][CH2:3][C:4]([CH:9]=[CH:10][C:11](=[O:12])[OH:13])([CH2:5][CH2:6]1)[CH2:7][CH2:8]2.